Dataset: the Open Reaction Database (ORD), a public repository of structured organic reaction records. Task: describe an organic reaction: reactants, conditions, products, and yield Starting materials: C(Cl)C1CO1 (epichlorohydrin), N1=C(C=CC=C1)CC=1C=C(C=CC1)O (3-(2-pyridylmethyl)phenol), [OH-].[Na+] (sodium hydroxide). Solvent: CO (methanol). Conditions: temperature 50 celsius, time 3 hour. Yields the product O1CC1COC1=CC(=CC=C1)CC1=NC=CC=C1 (1,2-epoxy-3-[3-(2-pyridylmethyl)-phenoxy] propane). The yield is 62.2%. Reaction SMILES: [CH2:1]([CH:3]1[O:5][CH2:4]1)Cl.[N:6]1[CH:11]=[CH:10][CH:9]=[CH:8][C:7]=1[CH2:12][C:13]1[CH:14]=[C:15]([OH:19])[CH:16]=[CH:17][CH:18]=1.[OH-].[Na+]>CO>[O:5]1[CH:3]([CH2:1][O:19][C:15]2[CH:16]=[CH:17][CH:18]=[C:13]([CH2:12][C:7]3[CH:8]=[CH:9][CH:10]=[CH:11][N:6]=3)[CH:14]=2)[CH2:4]1 |f:2.3|. Procedure details: 19 g of epichlorohydrin is added to a mixture of 18.5 g of 3-(2-pyridylmethyl)phenol, 4.2 g of sodium hydroxide and 200 ml of methanol, and the resulting mixture is stirred at about 50°C for 3 hours. The methanol is then removed, water is added to the residue, and the aqueous solution is extracted with 200 ml of benzene. The benzene layer is washed with 5% sodium hydroxide and with water, and dried over anhydrous magnesium sulfate. The benzene is removed to give 15.0 g of 1,2-epoxy-3-[3-(2-pyrid... Reactants: O=C1CCC(=O)N1Br, ClC(Cl)Cl, Cc1nn(-c2ccccn2)c2c1C(=O)CC(C)(C)C2. Yields the product Cc1nn(-c2ccccn2)c2c1C(=O)CC(C)(C)C2Br. RXN SMILES: [Br:20][N:21]1[C:22](=[O:23])[CH2:24][CH2:25][C:26]1=[O:27].[CH:28]([Cl:29])([Cl:30])[Cl:31].[n:1]1[c:2](-[n:7]2[n:8][c:9]([CH3:19])[c:10]3[c:15]2[CH2:14][C:13]([CH3:16])([CH3:17])[CH2:12][C:11]3=[O:18])[cH:3][cH:4][cH:5][cH:6]1>>[n:1]1[c:2](-[n:7]2[n:8][c:9]([CH3:19])[c:10]3[c:15]2[CH:14]([Br:20])[C:13]([CH3:16])([CH3:17])[CH2:12][C:11]3=[O:18])[cH:3][cH:4][cH:5][cH:6]1.